This data is from the Open Reaction Database (ORD), a public repository of structured organic reaction records. The task is: describe an organic reaction: reactants, conditions, products, and yield Reactants: CCO, CC(OC1CCCCO1)C(=O)c1ccccc1F, Cc1ccc(S(=O)(=O)[O-])cc1, c1cc[nH+]cc1. Yields the product CC(O)C(=O)c1ccccc1F. RXN SMILES: [CH3:36][CH2:37][OH:38].[F:1][c:2]1[c:3]([C:8]([CH:9]([CH3:10])[O:11][CH:12]2[CH2:13][CH2:14][CH2:15][CH2:16][O:17]2)=[O:18])[cH:4][cH:5][cH:6][cH:7]1.[c:19]1([CH3:20])[cH:21][cH:22][c:23]([S:24]([O-:25])(=[O:26])=[O:27])[cH:28][cH:29]1.[nH+:30]1[cH:31][cH:32][cH:33][cH:34][cH:35]1>>[F:1][c:2]1[c:3]([C:8]([CH:9]([CH3:10])[OH:11])=[O:18])[cH:4][cH:5][cH:6][cH:7]1.